Dataset: the Open Reaction Database (ORD), a public repository of structured organic reaction records. Task: describe an organic reaction: reactants, conditions, products, and yield The reactants are COC(=O)C=CC1(C2CCCCC2)CCN(C(=O)OC(C)(C)C)CC1, CO. The product is COC(=O)CCC1(C2CCCCC2)CCN(C(=O)OC(C)(C)C)CC1. As a reaction SMILES: [C:1]([CH3:2])([CH3:3])([CH3:4])[O:5][C:6](=[O:7])[N:8]1[CH2:9][CH2:10][C:11]([CH:14]=[CH:15][C:16](=[O:17])[O:18][CH3:19])([CH:20]2[CH2:21][CH2:22][CH2:23][CH2:24][CH2:25]2)[CH2:12][CH2:13]1.[CH3:26][OH:27]>>[C:1]([CH3:2])([CH3:3])([CH3:4])[O:5][C:6](=[O:7])[N:8]1[CH2:9][CH2:10][C:11]([CH2:14][CH2:15][C:16](=[O:17])[O:18][CH3:19])([CH:20]2[CH2:21][CH2:22][CH2:23][CH2:24][CH2:25]2)[CH2:12][CH2:13]1.